From a dataset of the Open Reaction Database (ORD), a public repository of structured organic reaction records. describe an organic reaction: reactants, conditions, products, and yield The reactants are [Cl-].[Na+] (sodium chloride), FC1=CC=C(C=C1)C1=NOC(=C1COC=1C=C(NN1)C(=O)O)C (5-[3-(4-fluoro-phenyl)-5-methyl-isoxazol-4-ylmethoxy]-2H-pyrazole-3-carboxylic acid), F[B-](F)(F)F.N1(N=NC2=C1C=CC=C2)OC(=[N+](C)C)N(C)C (2-(1H-benzotriazole-1-yl)-1,1,3,3-tetramethyluronium tetrafluoroborate), C(C)(C)N(C(C)C)CC (N,N-diisopropyl ethyl amine), Cl.NN1CCCC1 (N-aminopyrrolidine HCl). Run in CN(C)C=O (DMF). Run at time 8 hour. Product: N1(CCCC1)NC(=O)C=1NN=C(C1)OCC=1C(=NOC1C)C1=CC=C(C=C1)F (5-[3-(4-Fluoro-phenyl)-5-methyl-isoxazol-4-ylmethoxy]-2H-pyrazole-3-carboxylic acid pyrrolidin-1-ylamide). The yield is 73.8%. Reaction SMILES: [F:1][C:2]1[CH:7]=[CH:6][C:5]([C:8]2[C:12]([CH2:13][O:14][C:15]3[CH:16]=[C:17]([C:20]([OH:22])=O)[NH:18][N:19]=3)=[C:11]([CH3:23])[O:10][N:9]=2)=[CH:4][CH:3]=1.F[B-](F)(F)F.[N:29]1(OC(N(C)C)=[N+](C)C)[C:33]2[CH:34]=[CH:35][CH:36]=CC=2N=[N:30]1.C(N(CC)C(C)C)(C)C.Cl.NN1CCCC1.[Cl-].[Na+]>CN(C=O)C>[N:29]1([NH:30][C:20]([C:17]2[NH:18][N:19]=[C:15]([O:14][CH2:13][C:12]3[C:8]([C:5]4[CH:4]=[CH:3][C:2]([F:1])=[CH:7][CH:6]=4)=[N:9][O:10][C:11]=3[CH3:23])[CH:16]=2)=[O:22])[CH2:33][CH2:34][CH2:35][CH2:36]1 |f:1.2,4.5,6.7|. Procedure: To a solution of 5-[3-(4-fluoro-phenyl)-5-methyl-isoxazol-4-ylmethoxy]-2H-pyrazole-3-carboxylic acid (100 mg, 0.32 mmol) in DMF (5 mL) were added 2-(1H-benzotriazole-1-yl)-1,1,3,3-tetramethyluronium tetrafluoroborate (152 mg, 0.47 mmol), N,N-diisopropyl ethyl amine (270 μL, 1.6 mmol) and N-aminopyrrolidine HCl (58 mg, 0.47 mmol). The resulting reaction mixture was stirred overnight at room temperature. The reaction mixture was then poured into aqueous sodium chloride (saturated) and extracted wi... Reaction SMILES: [OH:1][C:2]1[CH:7]=[C:6]([OH:8])[CH:5]=[CH:4][C:3]=1[C:9](=O)[CH2:10]C.[NH2:13][C:14]1[CH:19]=[CH:18][C:17]([C:20]2[CH:21]([CH3:27])[CH2:22][C:23](=[O:26])[NH:24][N:25]=2)=[CH:16][CH:15]=1>>[OH:1][C:2]1[CH:7]=[C:6]([OH:8])[CH:5]=[CH:4][C:3]=1[C:9](=[N:13][C:14]1[CH:19]=[CH:18][C:17]([C:20]2[CH:21]([CH3:27])[CH2:22][C:23](=[O:26])[NH:24][N:25]=2)=[CH:16][CH:15]=1)[CH3:10]. Procedure: A mixture of 0.167 g (0.0011 mol) of 2',4'-dihydroxypropiophenone and 0.203 g (0,001 mol) of 6-(4-aminophenyl)-4,5-dihydro-5-methylpyridazin-3(2H)one was heated for 1 h at 140° C. The product was triturated with ethanol and filtered. Yield 0.15 g (45%), m.p. 185°-190° C. Conditions: temperature 140 celsius. The product is OC1=C(C=CC(=C1)O)C(C)=NC1=CC=C(C=C1)C=1C(CC(NN1)=O)C (6-[4-(1-(2,4-Dihydroxyphenyl)ethylidene)aminophenyl]-4,5-dihydro-5-methylpyridazin-3(2H)one). Starting materials: OC1=C(C=CC(=C1)O)C(CC)=O (2',4'-dihydroxypropiophenone), NC1=CC=C(C=C1)C=1C(CC(NN1)=O)C (6-(4-aminophenyl)-4,5-dihydro-5-methylpyridazin-3(2H)one). The reactants are C1CCOC1, C[Si](C)(C)[N-][Si](C)(C)C, C=COCCON, COC(=O)c1cc(F)c(=O)n(C)c1Nc1ccc(SC)cc1F, [Li+]. The product is C=COCCONC(=O)c1cc(F)c(=O)n(C)c1Nc1ccc(SC)cc1F. Reaction SMILES: [CH2:41]1[O:42][CH2:43][CH2:44][CH2:45]1.[CH3:31][Si:32]([N-:33][Si:34]([CH3:35])([CH3:36])[CH3:37])([CH3:38])[CH3:39].[CH:24](=[CH2:25])[O:26][CH2:27][CH2:28][O:29][NH2:30].[F:1][c:2]1[cH:3][c:4]([C:20]([O:22][CH3:21])=[O:23])[c:5]([NH:10][c:11]2[c:12]([F:19])[cH:13][c:14]([S:17][CH3:18])[cH:15][cH:16]2)[n:6]([CH3:9])[c:7]1=[O:8].[Li+:40]>>[F:1][c:2]1[cH:3][c:4]([C:20](=[O:22])[NH:30][O:29][CH2:28][CH2:27][O:26][CH:24]=[CH2:25])[c:5]([NH:10][c:11]2[c:12]([F:19])[cH:13][c:14]([S:17][CH3:18])[cH:15][cH:16]2)[n:6]([CH3:9])[c:7]1=[O:8]. Reactants: Cc1ccccc1, Cc1cccc(O)c1, ClCC1CO1, [Na+], [OH-], O. Yields the product Cc1cccc(OCC2CO2)c1. Reaction SMILES: [CH3:17][c:18]1[cH:19][cH:20][cH:21][cH:22][cH:23]1.[CH3:3][c:4]1[cH:5][cH:6][cH:7][c:8]([OH:9])[cH:10]1.[Cl:11][CH2:12][CH:13]1[CH2:14][O:15]1.[Na+:2].[OH-:1].[OH2:16]>>[CH3:3][c:4]1[cH:5][cH:6][cH:7][c:8]([O:9][CH2:12][CH:13]2[CH2:14][O:15]2)[cH:10]1. Reactants: CN(C)c1ccc(B(O)O)cc1, CN1C(=O)CCC2(C)c3ccc(Br)cc3CCC12, Cc1ccccc1, ClCCl, [Na+], [Na+], O=C([O-])[O-], [Pd], c1ccc(P(c2ccccc2)c2ccccc2)cc1, c1ccc(P(c2ccccc2)c2ccccc2)cc1, c1ccc(P(c2ccccc2)c2ccccc2)cc1, c1ccc(P(c2ccccc2)c2ccccc2)cc1. Yields the product CN(C)c1ccc(-c2ccc3c(c2)CCC2N(C)C(=O)CCC32C)cc1. As a reaction SMILES: [CH3:19][N:20]([c:21]1[cH:22][cH:23][c:24]([B:27]([OH:28])[OH:29])[cH:25][cH:26]1)[CH3:30].[CH3:1][N:2]1[C:3](=[O:18])[CH2:4][CH2:5][C:6]2([CH3:17])[c:7]3[c:8]([cH:12][c:13]([Br:16])[cH:14][cH:15]3)[CH2:9][CH2:10][CH:11]12.[CH3:37][c:38]1[cH:39][cH:40][cH:41][cH:42][cH:43]1.[Cl:44][CH2:45][Cl:46].[Na+:31].[Na+:32].[O-:33][C:34](=[O:35])[O-:36].[Pd:47].[c:105]1([P:106]([c:107]2[cH:108][cH:109][cH:110][cH:111][cH:112]2)[c:113]2[cH:114][cH:115][cH:116][cH:117][cH:118]2)[cH:119][cH:120][cH:121][cH:122][cH:123]1.[c:48]1([P:49]([c:50]2[cH:51][cH:52][cH:53][cH:54][cH:55]2)[c:56]2[cH:57][cH:58][cH:59][cH:60][cH:61]2)[cH:62][cH:63][cH:64][cH:65][cH:66]1.[c:67]1([P:68]([c:69]2[cH:70][cH:71][cH:72][cH:73][cH:74]2)[c:75]2[cH:76][cH:77][cH:78][cH:79][cH:80]2)[cH:81][cH:82][cH:83][cH:84][cH:85]1.[c:86]1([P:87]([c:88]2[cH:89][cH:90][cH:91][cH:92][cH:93]2)[c:94]2[cH:95][cH:96][cH:97][cH:98][cH:99]2)[cH:100][cH:101][cH:102][cH:103][cH:104]1>>[CH3:1][N:2]1[C:3](=[O:18])[CH2:4][CH2:5][C:6]2([CH3:17])[c:7]3[c:8]([cH:12][c:13](-[c:24]4[cH:23][cH:22][c:21]([N:20]([CH3:19])[CH3:30])[cH:26][cH:25]4)[cH:14][cH:15]3)[CH2:9][CH2:10][CH:11]12. The reactants are CN(C)C=O, CC(c1ccccn1)C1(c2ccc(F)cc2F)CO1, [Na], c1nc[nH]n1. Yields the product CC(c1ccccn1)C(O)(Cn1cncn1)c1ccc(F)cc1F. As a reaction SMILES: [CH3:26][N:27]([CH3:28])[CH:29]=[O:30].[F:1][c:2]1[c:3]([C:9]2([CH:12]([CH3:13])[c:14]3[n:15][cH:16][cH:17][cH:18][cH:19]3)[O:10][CH2:11]2)[cH:4][cH:5][c:6]([F:8])[cH:7]1.[Na:20].[nH:21]1[n:22][cH:23][n:24][cH:25]1>>[F:1][c:2]1[c:3]([C:9]([OH:10])([CH2:11][n:21]2[n:22][cH:23][n:24][cH:25]2)[CH:12]([CH3:13])[c:14]2[n:15][cH:16][cH:17][cH:18][cH:19]2)[cH:4][cH:5][c:6]([F:8])[cH:7]1. Reactants: P(Cl)(Cl)(Cl)(Cl)Cl (phosphorus pentachloride), C(C)ON=C(C(=O)O)C1=NSC(=N1)N (2-ethoxyimino-2-(5-amino-1,2,4-thiadiazol-3-yl)-acetic acid). Product: Cl.C(C)ON=C(C(=O)Cl)C1=NSC(=N1)N (2-ethoxyimino-2-(5-amino-1,2,4-thiadiazol-3-yl)acetyl chloride hydrochloride). Isolated yield 169.3%. Reaction SMILES: P(Cl)(Cl)(Cl)(Cl)[Cl:2].[CH2:7]([O:9][N:10]=[C:11]([C:15]1[N:19]=[C:18]([NH2:20])[S:17][N:16]=1)[C:12](O)=[O:13])[CH3:8]>C(Cl)Cl>[ClH:2].[CH2:7]([O:9][N:10]=[C:11]([C:15]1[N:19]=[C:18]([NH2:20])[S:17][N:16]=1)[C:12]([Cl:2])=[O:13])[CH3:8] |f:3.4|. Run at temperature -20 celsius. Reported procedure: To a solution of phosphorus pentachloride (54.6 g) in methylene chloride (500 ml) was added 2-ethoxyimino-2-(5-amino-1,2,4-thiadiazol-3-yl)-acetic acid (syn isomer) (54.0 g) under stirring and cooling at -20° C. The mixture was stirred for 30 minutes at -15° to -12° C. and for 2 hours at -5° C. To the mixture containing precipitates of an object compound was added diisopropyl ether (500 ml) at -5° C. and the mixture was stirred for 30 minutes at -5° to 10° C. The resulting precipitates were coll... The solvent is C(Cl)Cl (methylene chloride).